From a dataset of the Open Reaction Database (ORD), a public repository of structured organic reaction records. describe an organic reaction: reactants, conditions, products, and yield Reactants: Br, ClCCl, O, BrP(Br)Br, CC(O)CCCc1ccccc1. Product: CC(Br)CCCc1ccccc1. RXN SMILES: [Br:1].[CH2:19]([Cl:20])[Cl:21].[OH2:18].[P:2]([Br:3])([Br:4])[Br:5].[c:6]1([CH2:12][CH2:13][CH2:14][CH:15]([CH3:16])[OH:17])[cH:7][cH:8][cH:9][cH:10][cH:11]1>>[Br:3][CH:15]([CH2:14][CH2:13][CH2:12][c:6]1[cH:7][cH:8][cH:9][cH:10][cH:11]1)[CH3:16]. Starting materials: NC1=NC(=CC(=C1C#N)C=1C=C(C=CC1)NC(CCN1CCCCC1)=O)C1=C(C=CC=C1)O[Si](C)(C)C(C)(C)C (N-{3-[2-amino-6-(2-{[tert-butyl(dimethyl)silyl]oxy}phenyl)-3-cyano-4-pyridinyl]-phenyl}-3-(1-piperidinyl)propanamide), Cl (HCl). Run in O1CCOCC1 (1,4-dioxane), O1CCOCC1 (dioxane). Run at time 12 hour. Product: Cl.NC1=NC(=CC(=C1C#N)C=1C=C(C=CC1)NC(CCN1CCCCC1)=O)C1=C(C=CC=C1)O (N-{3-[2-amino-3-cyano-6-(2-hydroxyphenyl)-4-pyridinyl]phenyl}-3-(1-piperidinyl)propanamide hydrochloride). The yield is 9.0%. Reaction SMILES: [NH2:1][C:2]1[C:7]([C:8]#[N:9])=[C:6]([C:10]2[CH:11]=[C:12]([NH:16][C:17](=[O:26])[CH2:18][CH2:19][N:20]3[CH2:25][CH2:24][CH2:23][CH2:22][CH2:21]3)[CH:13]=[CH:14][CH:15]=2)[CH:5]=[C:4]([C:27]2[CH:32]=[CH:31][CH:30]=[CH:29][C:28]=2[O:33][Si](C(C)(C)C)(C)C)[N:3]=1.[ClH:41]>O1CCOCC1>[ClH:41].[NH2:1][C:2]1[C:7]([C:8]#[N:9])=[C:6]([C:10]2[CH:11]=[C:12]([NH:16][C:17](=[O:26])[CH2:18][CH2:19][N:20]3[CH2:25][CH2:24][CH2:23][CH2:22][CH2:21]3)[CH:13]=[CH:14][CH:15]=2)[CH:5]=[C:4]([C:27]2[CH:32]=[CH:31][CH:30]=[CH:29][C:28]=2[OH:33])[N:3]=1 |f:3.4|. Procedure details: To a stirred solution of N-{3-[2-amino-6-(2-{[tert-butyl(dimethyl)silyl]oxy}phenyl)-3-cyano-4-pyridinyl]-phenyl}-3-(1-piperidinyl)propanamide (0.150 g, 0.270 mmol) in 1,4-dioxane (5 mL) was added 4N HCl in dioxane (2 mL). The mixture was stirred at room temperature for 12 hrs. The resulting precipitate was collected by filtration, washed with ethanol, and dried under reduced pressure to give N-{3-[2-amino-3-cyano-6-(2-hydroxyphenyl)-4-pyridinyl]phenyl}-3-(1-piperidinyl)propanamide hydrochloride ... The reactants are C1CCOC1, COc1ccc(-c2ccc(C)c(CCO)n2)cc1, O=C(N=NC(=O)N1CCCCC1)N1CCCCC1, CCOC(=O)CC1CCc2cc(O)ccc21, c1ccc(P(c2ccccc2)c2ccccc2)cc1. Yields the product CCOC(=O)CC1CCc2cc(OCCc3nc(-c4ccc(OC)cc4)ccc3C)ccc21. RXN SMILES: [CH2:72]1[O:73][CH2:74][CH2:75][CH2:76]1.[CH3:1][O:2][c:3]1[cH:4][cH:5][c:6](-[c:9]2[cH:10][cH:11][c:12]([CH3:18])[c:13]([CH2:15][CH2:16][OH:17])[n:14]2)[cH:7][cH:8]1.[N:54]([C:55]([N:56]1[CH2:57][CH2:58][CH2:59][CH2:60][CH2:61]1)=[O:62])=[N:63][C:64]([N:65]1[CH2:66][CH2:67][CH2:68][CH2:69][CH2:70]1)=[O:71].[OH:19][c:20]1[cH:21][c:22]2[c:26]([cH:27][cH:28]1)[CH:25]([CH2:29][C:30](=[O:31])[O:32][CH2:33][CH3:34])[CH2:24][CH2:23]2.[c:35]1([P:36]([c:37]2[cH:38][cH:39][cH:40][cH:41][cH:42]2)[c:43]2[cH:44][cH:45][cH:46][cH:47][cH:48]2)[cH:49][cH:50][cH:51][cH:52][cH:53]1>>[CH3:1][O:2][c:3]1[cH:4][cH:5][c:6](-[c:9]2[cH:10][cH:11][c:12]([CH3:18])[c:13]([CH2:15][CH2:16][O:17][c:20]3[cH:21][c:22]4[c:26]([cH:27][cH:28]3)[CH:25]([CH2:29][C:30](=[O:31])[O:32][CH2:33][CH3:34])[CH2:24][CH2:23]4)[n:14]2)[cH:7][cH:8]1. Reactants: CCC(=O)c1ccncc1, CO, Cl, NO, [Na+], [OH-], O. Yields the product CCC(=NO)c1ccncc1. Reaction SMILES: [C:4]([CH2:5][CH3:6])(=[O:7])[c:8]1[cH:9][cH:10][n:11][cH:12][cH:13]1.[CH3:14][OH:15].[ClH:1].[NH2:2][OH:3].[Na+:18].[OH-:17].[OH2:16]>>[N:2]([OH:3])=[C:4]([CH2:5][CH3:6])[c:8]1[cH:9][cH:10][n:11][cH:12][cH:13]1. Reactants: CCNCCNCCCc1[nH]cc(C)c1C(=O)OCC, C[Al](C)C, Cc1ccccc1. Product: CCNCCN1CCCc2[nH]cc(C)c2C1=O. RXN SMILES: [CH2:1]([O:3][C:4](=[O:2])[c:6]1[c:7]([CH2:12][CH2:13][CH2:14][NH:15][CH2:16][CH2:17][NH:18][CH2:19][CH3:20])[nH:8][cH:9][c:10]1[CH3:11])[CH3:5].[CH3:21][Al:22]([CH3:23])[CH3:24].[CH3:25][c:26]1[cH:27][cH:28][cH:29][cH:30][cH:31]1>>[O:3]=[C:4]1[c:6]2[c:7]([nH:8][cH:9][c:10]2[CH3:11])[CH2:12][CH2:13][CH2:14][N:15]1[CH2:16][CH2:17][NH:18][CH2:19][CH3:20]. Reactants: Cl (hydrochloric acid), ClC=1C=C(C=C2CCC(NC12)C1=C(C=CC=C1)F)CC(=O)OCC (Ethyl 8-chloro-2-(2-fluorophenyl)-1,2,3,4-tetrahydroquinoline-6-acetate), aqueous solution, [OH-].[Na+] (sodium hydroxide). The solvent is C(C)O (ethanol). Conditions: temperature 80 celsius. The product is ClC=1C=C(C=C2CCC(NC12)C1=C(C=CC=C1)F)CC(=O)O (8-Chloro-2-(2-fluorophenyl)-1,2,3,4-tetrahydroquinoline-6-acetic acid). Isolated yield 93.2%. Reaction SMILES: [Cl:1][C:2]1[CH:3]=[C:4]([CH2:19][C:20]([O:22]CC)=[O:21])[CH:5]=[C:6]2[C:11]=1[NH:10][CH:9]([C:12]1[CH:17]=[CH:16][CH:15]=[CH:14][C:13]=1[F:18])[CH2:8][CH2:7]2.[OH-].[Na+].Cl>C(O)C>[Cl:1][C:2]1[CH:3]=[C:4]([CH2:19][C:20]([OH:22])=[O:21])[CH:5]=[C:6]2[C:11]=1[NH:10][CH:9]([C:12]1[CH:17]=[CH:16][CH:15]=[CH:14][C:13]=1[F:18])[CH2:8][CH2:7]2 |f:1.2|. Procedure: The compound (1.4 g) of Example 4 was dissolved into 10% aqueous solution of sodium hydroxide (30 ml) and small quantity of ethanol and the solution was refluxed at 80° C. for 2 hours under heat. After cooling, this was acidified with concentrated hydrochloric acid. The crystals deposited were collected by filtration and recrystallized from ethanol-hexane to obtain aimed product (1.2 g) as pale yellow prismatic crystals. Melting point: 127°-129° C.